From a dataset of the Open Reaction Database (ORD), a public repository of structured organic reaction records. describe an organic reaction: reactants, conditions, products, and yield Starting materials: CCO, CCCC(c1ccc(C(=O)NCCC(=O)OCC)cc1)C(c1ccc(Cl)cc1)c1ccc2cc(OC)ccc2c1, ClCCl, Cl, [Li+], [OH-]. The product is CCCC(c1ccc(C(=O)NCCC(=O)O)cc1)C(c1ccc(Cl)cc1)c1ccc2cc(OC)ccc2c1. As a reaction SMILES: [CH3:44][CH2:45][OH:46].[Cl:1][c:2]1[cH:3][cH:4][c:5]([CH:8]([CH:9]([CH2:10][CH2:11][CH3:12])[c:13]2[cH:14][cH:15][c:16]([C:17](=[O:18])[NH:19][CH2:20][CH2:21][C:22](=[O:23])[O:24][CH2:25][CH3:26])[cH:27][cH:28]2)[c:29]2[cH:30][c:31]3[cH:32][cH:33][c:34]([O:39][CH3:40])[cH:35][c:36]3[cH:37][cH:38]2)[cH:6][cH:7]1.[Cl:47][CH2:48][Cl:49].[ClH:43].[Li+:42].[OH-:41]>>[Cl:1][c:2]1[cH:3][cH:4][c:5]([CH:8]([CH:9]([CH2:10][CH2:11][CH3:12])[c:13]2[cH:14][cH:15][c:16]([C:17](=[O:18])[NH:19][CH2:20][CH2:21][C:22](=[O:23])[OH:24])[cH:27][cH:28]2)[c:29]2[cH:30][c:31]3[cH:32][cH:33][c:34]([O:39][CH3:40])[cH:35][c:36]3[cH:37][cH:38]2)[cH:6][cH:7]1. Reactants: C(#N)C1CCN(CC1)C(=O)N1CC(CC(C1)C1=CC=C(C=C1)C(F)(F)F)C(=O)O (1-[(4-Cyanopiperidin-1-yl)carbonyl]-5-[4-(trifluoromethyl)phenyl]piperidine-3-carboxylic acid), ON=C(CC(C)(C)O)N (N′,3-dihydroxy-3-methylbutanimidamide). Yields the product OC(CC1=NOC(=N1)C1CN(CC(C1)C1=CC=C(C=C1)C(F)(F)F)C(=O)N1CCC(CC1)C#N)(C)C (1-({3-[3-(2-Hydroxy-2-methylpropyl)-1,2,4-oxadiazol-5-yl]-5-[4-(trifluoromethyl)phenyl]-piperidin-1-yl}carbonyl)piperidine-4-carbonitrile). Procedure details: 80 mg (0.188 mmol) of the compound from Example 100A and 52 mg (0.281 mmol) of N′,3-dihydroxy-3-methylbutanimidamide were reacted according to the General Method 2. Yield: 65 mg (67% of theory) As a reaction SMILES: [C:1]([CH:3]1[CH2:8][CH2:7][N:6]([C:9]([N:11]2[CH2:16][CH:15]([C:17]3[CH:22]=[CH:21][C:20]([C:23]([F:26])([F:25])[F:24])=[CH:19][CH:18]=3)[CH2:14][CH:13]([C:27](O)=[O:28])[CH2:12]2)=[O:10])[CH2:5][CH2:4]1)#[N:2].O[N:31]=[C:32]([NH2:38])[CH2:33][C:34]([OH:37])([CH3:36])[CH3:35]>>[OH:37][C:34]([CH3:36])([CH3:35])[CH2:33][C:32]1[N:38]=[C:27]([CH:13]2[CH2:14][CH:15]([C:17]3[CH:18]=[CH:19][C:20]([C:23]([F:26])([F:24])[F:25])=[CH:21][CH:22]=3)[CH2:16][N:11]([C:9]([N:6]3[CH2:7][CH2:8][CH:3]([C:1]#[N:2])[CH2:4][CH2:5]3)=[O:10])[CH2:12]2)[O:28][N:31]=1.